This data is from the Open Reaction Database (ORD), a public repository of structured organic reaction records. The task is: describe an organic reaction: reactants, conditions, products, and yield Starting materials: CCOC(=O)C(CC(C)C)c1cc(-c2ccc(C(F)(F)F)cc2)cc(C2CCN(C3CCCCC3)CC2)c1, CO, [Na+], [OH-]. Product: CC(C)CC(C(=O)O)c1cc(-c2ccc(C(F)(F)F)cc2)cc(C2CCN(C3CCCCC3)CC2)c1. Reaction SMILES: [CH2:1]([CH3:2])[O:3][C:4]([CH:5]([CH2:6][CH:7]([CH3:8])[CH3:9])[c:10]1[cH:11][c:12](-[c:28]2[cH:29][cH:30][c:31]([C:34]([F:35])([F:36])[F:37])[cH:32][cH:33]2)[cH:13][c:14]([CH:16]2[CH2:17][CH2:18][N:19]([CH:22]3[CH2:23][CH2:24][CH2:25][CH2:26][CH2:27]3)[CH2:20][CH2:21]2)[cH:15]1)=[O:38].[CH3:41][OH:42].[Na+:40].[OH-:39]>>[O:3]=[C:4]([CH:5]([CH2:6][CH:7]([CH3:8])[CH3:9])[c:10]1[cH:11][c:12](-[c:28]2[cH:29][cH:30][c:31]([C:34]([F:35])([F:36])[F:37])[cH:32][cH:33]2)[cH:13][c:14]([CH:16]2[CH2:17][CH2:18][N:19]([CH:22]3[CH2:23][CH2:24][CH2:25][CH2:26][CH2:27]3)[CH2:20][CH2:21]2)[cH:15]1)[OH:38]. Reactants: COC(C[C@@H]1COC2=C1C=CC(=C2)O[C@@H]2CCC1=C(C=CC(=C21)F)B2OC(C(O2)(C)C)(C)C)=O ({(S)-6-[(R)-7-fluoro-4-(4,4,5,5-tetramethyl-[1,3,2]dioxaborolan-2-yl)-indan-1-yloxy]-2,3-dihydro-benzofuran-3-yl}-acetic acid methyl ester), BrC1=C(C=C(C=C1C)C1=CC=NC=C1)C (4-(4-bromo-3,5-dimethyl-phenyl)-pyridine), BrC1=C2CC[C@H](C2=C(C=C1)F)OC1=CC2=C([C@@H](CO2)CC(=O)OC)C=C1 (Methyl 2-((S)-6-((R)-4-bromo-7-fluoro-2,3-dihydro-1H-inden-1-yloxy)-2,3-dihydrobenzofuran-3-yl)acetate). The product is COC(C[C@@H]1COC2=C1C=CC(=C2)O[C@@H]2CCC1=C(C=CC(=C21)F)C2=C(C=C(C=C2C)C2=CC=NC=C2)C)=O ({(S)-6-[(R)-4-(2,6-Dimethyl-4-pyridin-4-yl-phenyl)-7-fluoro-indan-1-yloxy]-2,3-dihydro-benzofuran-3-yl}-acetic acid methyl ester). Reaction SMILES: [CH3:1][O:2][C:3](=[O:34])[CH2:4][C@H:5]1[C:9]2[CH:10]=[CH:11][C:12]([O:14][C@H:15]3[C:23]4[C:18](=[C:19](B5OC(C)(C)C(C)(C)O5)[CH:20]=[CH:21][C:22]=4[F:24])[CH2:17][CH2:16]3)=[CH:13][C:8]=2[O:7][CH2:6]1.Br[C:36]1[C:41]([CH3:42])=[CH:40][C:39]([C:43]2[CH:48]=[CH:47][N:46]=[CH:45][CH:44]=2)=[CH:38][C:37]=1[CH3:49].BrC1C=CC(F)=C2C=1CC[C@H]2OC1C=CC2[C@H](CC(OC)=O)COC=2C=1>>[CH3:1][O:2][C:3](=[O:34])[CH2:4][C@H:5]1[C:9]2[CH:10]=[CH:11][C:12]([O:14][C@H:15]3[C:23]4[C:18](=[C:19]([C:36]5[C:37]([CH3:49])=[CH:38][C:39]([C:43]6[CH:44]=[CH:45][N:46]=[CH:47][CH:48]=6)=[CH:40][C:41]=5[CH3:42])[CH:20]=[CH:21][C:22]=4[F:24])[CH2:17][CH2:16]3)=[CH:13][C:8]=2[O:7][CH2:6]1. Procedure: The title compound is prepared from {(S)-6-[(R)-7-fluoro-4-(4,4,5,5-tetramethyl-[1,3,2]dioxaborolan-2-yl)-indan-1-yloxy]-2,3-dihydro-benzofuran-3-yl}-acetic acid methyl ester and 4-(4-bromo-3,5-dimethyl-phenyl)-pyridine following a procedure analogous to that described in Step 5 of Intermediate 1. LC (method 9): tR=1.08 min; Mass spectrum (ESI+): m/z=524 [M+H]+. Starting materials: BrCC=1C=CC=2N=C(N=C(C2N1)N1CCOCC1)Cl (4-(6-(bromomethyl)-2-chloropyrido[3,2-d]pyrimidin-4-yl)morpholine), P(OC)(OC)OC (Trimethyl Phosphite). Reaction conditions: temperature 120 celsius. Yields the product ClC=1N=C(C2=C(N1)C=CC(=N2)CP(OC)(OC)=O)N2CCOCC2 (dimethyl (2-chloro-4-morpholinopyrido[3,2-d]pyrimidin-6-yl)methylphosphonate). RXN SMILES: Br[CH2:2][C:3]1[CH:4]=[CH:5][C:6]2[N:7]=[C:8]([Cl:19])[N:9]=[C:10]([N:13]3[CH2:18][CH2:17][O:16][CH2:15][CH2:14]3)[C:11]=2[N:12]=1.[P:20]([O:25]C)([O:23][CH3:24])[O:21][CH3:22]>>[Cl:19][C:8]1[N:9]=[C:10]([N:13]2[CH2:18][CH2:17][O:16][CH2:15][CH2:14]2)[C:11]2[N:12]=[C:3]([CH2:2][P:20](=[O:25])([O:23][CH3:24])[O:21][CH3:22])[CH:4]=[CH:5][C:6]=2[N:7]=1. Reported procedure: To 4-(6-(bromomethyl)-2-chloropyrido[3,2-d]pyrimidin-4-yl)morpholine 7 (2 g) was added Trimethyl Phosphite (30 eq) and the reaction was refluxed at 120° C. for 90 minutes. The reaction was cooled and concentrated to dryness under vacuum. To the dried crude was added water, upon which a yellow solid crashed out and was filtered and dried overnight under vacuum to afford 2 g of pure dimethyl (2-chloro-4-morpholinopyrido[3,2-d]pyrimidin-6-yl)methylphosphonate. The reactants are CC(C)(C)c1csc(-c2cc3cc(O)ccc3o2)n1, ClCc1ccccc1CCl, [H-], [Na+], C1CCOC1. Yields the product CC(C)(C)c1csc(-c2cc3cc(OCc4ccccc4CCl)ccc3o2)n1. Reaction SMILES: [C:1]([CH3:2])([CH3:3])([CH3:4])[c:5]1[n:6][c:7](-[c:10]2[o:11][c:12]3[c:13]([cH:14]2)[cH:15][c:16]([OH:19])[cH:17][cH:18]3)[s:8][cH:9]1.[Cl:22][CH2:23][c:24]1[c:25]([CH2:30][Cl:31])[cH:26][cH:27][cH:28][cH:29]1.[H-:20].[Na+:21].[O:32]1[CH2:33][CH2:34][CH2:35][CH2:36]1>>[C:1]([CH3:2])([CH3:3])([CH3:4])[c:5]1[n:6][c:7](-[c:10]2[o:11][c:12]3[c:13]([cH:14]2)[cH:15][c:16]([O:19][CH2:30][c:25]2[c:24]([CH2:23][Cl:22])[cH:29][cH:28][cH:27][cH:26]2)[cH:17][cH:18]3)[s:8][cH:9]1. Starting materials: ClC=1C=CC2=C(N(C(N=[N+]2[O-])=O)CCN2CCC(CC2)NC(OC(C)(C)C)=O)C1 (tert-Butyl {1-[2-(6-chloro-1-oxido-3-oxo-1,2,4-benzotriazin-4(3H)-yl)ethyl]piperidin-4-yl}carbamate), NC1CCN(CC1)CCN1C(C=NC2=CC(=CC=C12)C#N)=O (1-[2-(4-Aminopiperidin-1-yl)ethyl]-2-oxo-1,2-dihydroquinoxaline-6-carbonitrile), ClC=1C=CC2=C(N(C(N=[N+]2[O-])=O)CCN2CCC(CC2)NC(OC(C)(C)C)=O)C1 (tert-Butyl {1-[2-(6-chloro-1-oxido-3-oxo-1,2,4-benzotriazin-4(3H)-yl)ethyl]piperidin-4-yl}carbamate), C(=O)(C(F)(F)F)O (TFA). Product: NC1CCN(CC1)CCN1C(N=[N+](C2=C1C=C(C=C2)Cl)[O-])=O (4-[2-(4-Aminopiperidin-1-yl)ethyl]-6-chloro-1,2,4-benzotriazin-3(4H)-one 1-oxide). RXN SMILES: [Cl:1][C:2]1[CH:3]=[CH:4][C:5]2[N+:10]([O-:11])=[N:9][C:8](=[O:12])[N:7]([CH2:13][CH2:14][N:15]3[CH2:20][CH2:19][CH:18]([NH:21]C(=O)OC(C)(C)C)[CH2:17][CH2:16]3)[C:6]=2[CH:29]=1.C(O)(C(F)(F)F)=O.NC1CCN(CCN2C3C(=CC(C#N)=CC=3)N=CC2=O)CC1>>[NH2:21][CH:18]1[CH2:17][CH2:16][N:15]([CH2:14][CH2:13][N:7]2[C:6]3[CH:29]=[C:2]([Cl:1])[CH:3]=[CH:4][C:5]=3[N+:10]([O-:11])=[N:9][C:8]2=[O:12])[CH2:20][CH2:19]1. Procedure details: tert-Butyl {1-[2-(6-chloro-1-oxido-3-oxo-1,2,4-benzotriazin-4(3H)-yl)ethyl]piperidin-4-yl}carbamate (Intermediate 206, 0.65 g) was deprotected with TFA as described for Intermediate 197 to give the crude free base of the product, 0.517 g. RXN SMILES: [BH4-:50].[C:1]([O:2][C:3]([N:4]1[CH2:5][CH:6]([CH3:7])[N:8]2[CH:9]([CH2:10][c:11]3[c:12]2[n:13][c:14]([CH3:15])[c:16]([CH2:17][OH:18])[cH:19]3)[CH2:20]1)=[O:21])([CH3:22])([CH3:23])[CH3:24].[C:25]([CH3:26])([CH3:27])([CH3:28])[O:29][C:30](=[O:31])[N:32]1[CH2:33][CH:34]2[CH2:35][c:36]3[cH:37][c:38]([CH:48]=[O:49])[c:39]([CH2:46][CH3:47])[n:40][c:41]3[N:42]2[CH:43]([CH3:45])[CH2:44]1.[Na+:51]>>[C:25]([CH3:26])([CH3:27])([CH3:28])[O:29][C:30](=[O:31])[N:32]1[CH2:33][CH:34]2[CH2:35][c:36]3[cH:37][c:38]([CH2:48][OH:49])[c:39]([CH2:46][CH3:47])[n:40][c:41]3[N:42]2[CH:43]([CH3:45])[CH2:44]1. The product is CCc1nc2c(cc1CO)CC1CN(C(=O)OC(C)(C)C)CC(C)N21. Reactants: [BH4-], Cc1nc2c(cc1CO)CC1CN(C(=O)OC(C)(C)C)CC(C)N21, CCc1nc2c(cc1C=O)CC1CN(C(=O)OC(C)(C)C)CC(C)N21, [Na+].